Task: describe an organic reaction: reactants, conditions, products, and yield. Dataset: the Open Reaction Database (ORD), a public repository of structured organic reaction records Starting materials: [Al+3], C1CCOC1, CC1(C)CCCCC1=NO, [H-], [H-], [H-], [H-], [Li+]. The product is CC1(C)CCCCC1N. RXN SMILES: [Al+3:12].[CH2:17]1[O:18][CH2:19][CH2:20][CH2:21]1.[CH3:1][C:2]1([CH3:10])[C:3](=[N:8][OH:9])[CH2:4][CH2:5][CH2:6][CH2:7]1.[H-:11].[H-:14].[H-:15].[H-:16].[Li+:13]>>[CH3:1][C:2]1([CH3:10])[CH:3]([NH2:8])[CH2:4][CH2:5][CH2:6][CH2:7]1. Reactants: C([O-])([O-])=O.[K+].[K+] (potassium carbonate), ON=C(C(=O)OCC)C(=O)C (ethyl 2-hydroxyiminoacetoacetate), S(=O)(=O)(OC)OC (Dimethyl sulfate). The solvent is CC(=O)C (acetone). Reaction conditions: time 1 hour. Product: CON=C(C(=O)OCC)C(=O)C (ethyl 2-methoxyiminoacetoacetate). As a reaction SMILES: [C:1](=O)([O-])[O-].[K+].[K+].[OH:7][N:8]=[C:9]([C:15]([CH3:17])=[O:16])[C:10]([O:12][CH2:13][CH3:14])=[O:11].S(OC)(OC)(=O)=O>CC(C)=O>[CH3:1][O:7][N:8]=[C:9]([C:15]([CH3:17])=[O:16])[C:10]([O:12][CH2:13][CH3:14])=[O:11] |f:0.1.2|. Procedure: Pulverized potassium carbonate (160 g.) was added to a solution of ethyl 2-hydroxyiminoacetoacetate (a mixture of syn and anti isomers) (152 g.) in acetone (500 ml.). Dimethyl sulfate (130 g.) was dropwise added thereto with stirring over 1 hour at 45° to 50° C. and the mixture was stirred for 2 hours. An insoluble material was filtered off and the filtrate was concentrated under reduced pressure. The filtered insoluble material was dissolved in water (500 ml.) and this solution was added to the...